From a dataset of the Open Reaction Database (ORD), a public repository of structured organic reaction records. describe an organic reaction: reactants, conditions, products, and yield Reactants: COC1=NS(N=C1OC)(=O)=O (3,4-dimethoxy-1,2,5-thiadiazole 1,1-dioxide), (2-quanidino-4-oxazolyl]butylamine, N(C(=N)N)C=1OC=C(N1)CCCCNC1(C=NS(N1)(=O)=O)OC (4-[(2-guanidino-4-oxazolyl]butylamino}-4-methoxy-1,2,5-thiadiazole 1,1-dioxide), CN (methylamine). The product is N(C(=N)N)C=1OC=C(N1)CCCCNC1(C=NS(N1)(=O)=O)NC (4-[(2-Guanidino-4-oxazolyl]butylamino}-4-methylamino-1,2,5-thiadiazole 1,1-dioxide). As a reaction SMILES: CO[C:3]1C(OC)=NS(=O)(=O)[N:4]=1.[NH:12]([C:16]1[O:17][CH:18]=[C:19]([CH2:21][CH2:22][CH2:23][CH2:24][NH:25][C:26]2(OC)[NH:30][S:29](=[O:32])(=[O:31])[N:28]=[CH:27]2)[N:20]=1)[C:13]([NH2:15])=[NH:14].CN>>[NH:12]([C:16]1[O:17][CH:18]=[C:19]([CH2:21][CH2:22][CH2:23][CH2:24][NH:25][C:26]2([NH:4][CH3:3])[NH:30][S:29](=[O:32])(=[O:31])[N:28]=[CH:27]2)[N:20]=1)[C:13]([NH2:15])=[NH:14]. Procedure details: When a suspension of 3,4-dimethoxy-1,2,5-thiadiazole 1,1-dioxide is reacted with an equimolar amount of 4-[(2-quanidino-4-oxazolyl]butylamine [prepared according to the procedure described in Belgian Pat. No. 866,155] and the resultant 3-{4-[(2-guanidino-4-oxazolyl]butylamino}-4-methoxy-1,2,5-thiadiazole 1,1-dioxide is treated with excess methylamine, the title compound is thereby produced.